From a dataset of the Open Reaction Database (ORD), a public repository of structured organic reaction records. describe an organic reaction: reactants, conditions, products, and yield The reactants are C=1C=CC(=CC1)[C@@H]2[C@H](O2)C=3C=CC=CC3 (trans-stilbene oxide), C(CCCCC)OCCCN (3-hexyloxypropylamine), O (water). Solvent: CC(=O)C (acetone). Run at temperature 140 celsius, time 44 hour. Product: C(CCCCC)OCCCNC(C(O)C1=CC=CC=C1)C1=CC=CC=C1 (β-[[3-(Hexyloxy)propyl]amino]-α-phenylbenzeneethanol). Isolated yield 33.8%. RXN SMILES: [CH:1]1[CH:2]=[CH:3][C:4]([C@H:7]2[O:9][C@@H:8]2[C:10]2[CH:11]=[CH:12][CH:13]=[CH:14][CH:15]=2)=[CH:5][CH:6]=1.[CH2:16]([O:22][CH2:23][CH2:24][CH2:25][NH2:26])[CH2:17][CH2:18][CH2:19][CH2:20][CH3:21].O>CC(C)=O>[CH2:16]([O:22][CH2:23][CH2:24][CH2:25][NH:26][CH:7]([C:4]1[CH:3]=[CH:2][CH:1]=[CH:6][CH:5]=1)[CH:8]([C:10]1[CH:11]=[CH:12][CH:13]=[CH:14][CH:15]=1)[OH:9])[CH2:17][CH2:18][CH2:19][CH2:20][CH3:21]. Reported procedure: A mixture of trans-stilbene oxide (1.96 g, 0.010 mole) and 3-hexyloxypropylamine (1.75 g, 0.011 mole) was heated at 140° C. for 6 hours. After standing at ambient temperature for 44 hours, the reaction mixture was dissolved in acetone (10 ml) and the solution poured into water (150 ml). The light brown oil which separated from solution solidified on standing for 1 hour. The solid was collected and dried on absorbent paper for 18 hours. The solid was then triturated in isooctane (soluble) and the... Reaction conditions: time 8 hour. Yields the product Cl.COCCOC(C1=CC(=C(C=C1)N)[N+](=O)[O-])=N (4-Amino-3-nitrobenzimidic acid-(2-methoxyethyl)-ester-hydrochloride). Procedure details: 100 g of 4-amino-3-nitrobenzonitrile are suspended in 500 ml of 2-methoxyethanol. Gaseous hydrochloric acid is introduced, the temperature of the solution is allowed to rise to 70° C. in the course of the introduction, and the solution is maintained at this temperature by cooling until it decreases by itself. Finally, the solution is cooled to 0°-5° C., saturated with gaseous hydrochloric acid and allowed to stand overnight. The precipitate is then filtered off with suction, washed with isopropa... Reaction SMILES: [NH2:1][C:2]1[CH:9]=[CH:8][C:5]([C:6]#[N:7])=[CH:4][C:3]=1[N+:10]([O-:12])=[O:11].[ClH:13].[CH3:14][O:15][CH2:16][CH2:17][OH:18]>>[ClH:13].[CH3:14][O:15][CH2:16][CH2:17][O:18][C:6](=[NH:7])[C:5]1[CH:8]=[CH:9][C:2]([NH2:1])=[C:3]([N+:10]([O-:12])=[O:11])[CH:4]=1 |f:3.4|. Starting materials: NC1=C(C=C(C#N)C=C1)[N+](=O)[O-] (4-amino-3-nitrobenzonitrile), COCCO (2-methoxyethanol), Cl (hydrochloric acid), Cl (hydrochloric acid). Reactants: O1CCSC=C1C(C(=O)O)=NOC (2-(2,3-Dihydro-1,4-oxathiin-6-yl)-2-methoxyiminoacetic acid), NC1[C@@H]2N(C(=C(CS2)CSC=2SC(=NN2)C)C(=O)O)C1=O (7-amino-3-(5-methyl-1,3,4-thiadiazol-2-yl)thiomethyl-3-cephem-4-carboxylic acid). Product: O1CCSC=C1C(C(=O)NC1[C@@H]2N(C(=C(CS2)CSC=2SC(=NN2)C)C(=O)O)C1=O)=NOC (7-[2-(2,3-Dihydro-1,4-oxathiin-6-yl)-2-methoxyiminoacetamido]-3-(5-methyl-1,3,4-thiadiazol-2-yl)thiomethyl-3-cephem-4-carboxylic acid). As a reaction SMILES: [O:1]1[C:6]([C:7](=[N:11][O:12][CH3:13])[C:8]([OH:10])=O)=[CH:5][S:4][CH2:3][CH2:2]1.[NH2:14][CH:15]1[C:33](=[O:34])[N:17]2[C:18]([C:30]([OH:32])=[O:31])=[C:19]([CH2:22][S:23][C:24]3[S:25][C:26]([CH3:29])=[N:27][N:28]=3)[CH2:20][S:21][C@H:16]12>>[O:1]1[C:6]([C:7](=[N:11][O:12][CH3:13])[C:8]([NH:14][CH:15]2[C:33](=[O:34])[N:17]3[C:18]([C:30]([OH:32])=[O:31])=[C:19]([CH2:22][S:23][C:24]4[S:25][C:26]([CH3:29])=[N:27][N:28]=4)[CH2:20][S:21][C@H:16]23)=[O:10])=[CH:5][S:4][CH2:3][CH2:2]1. Procedure details: 2-(2,3-Dihydro-1,4-oxathiin-6-yl)-2-methoxyiminoacetic acid (syn isomer, 1 g.) was allowed to react with 7-amino-3-(5-methyl-1,3,4-thiadiazol-2-yl)thiomethyl-3-cephem-4-carboxylic acid (2 g.) in a similar manner to that of Example 1 to give the captioned compound (2.2 g.), pale yellow powder, mp. 160° to 165° C. (dec.). Reactants: BrC=1C=NN2C1N=CC(=C2O)C(=O)N2CCC(CC2)C2=CC=CC=C2 (3-Bromo-7-hydroxy-6-(4-phenylpiperidine-1-carbonyl)pyrazolo[1,5-a]pyrimidine), C(C)N(C1=CC=CC=C1)CC (N,N-diethylaniline), P(=O)(Cl)(Cl)Cl (phosphorus oxychloride). Product: BrC=1C=NN2C1N=CC(=C2Cl)C(=O)N2CCC(CC2)C2=CC=CC=C2 (3-Bromo-7-chloro-6-(4-phenylpiperidine-1-carbonyl)pyrazolo[1,5-a]pyrimidine). The yield is 93.0%. RXN SMILES: [Br:1][C:2]1[CH:3]=[N:4][N:5]2[C:10](O)=[C:9]([C:12]([N:14]3[CH2:19][CH2:18][CH:17]([C:20]4[CH:25]=[CH:24][CH:23]=[CH:22][CH:21]=4)[CH2:16][CH2:15]3)=[O:13])[CH:8]=[N:7][C:6]=12.C(N(CC)C1C=CC=CC=1)C.P(Cl)(Cl)([Cl:39])=O>>[Br:1][C:2]1[CH:3]=[N:4][N:5]2[C:10]([Cl:39])=[C:9]([C:12]([N:14]3[CH2:19][CH2:18][CH:17]([C:20]4[CH:25]=[CH:24][CH:23]=[CH:22][CH:21]=4)[CH2:16][CH2:15]3)=[O:13])[CH:8]=[N:7][C:6]=12. Procedure details: To 3-bromo-7-hydroxy-6-(4-phenylpiperidine-1-carbonyl)pyrazolo[1,5-a]pyrimidine (7.7 g, 19.1 mmol) obtained in step 2 were added phosphorus oxychloride (100 mL) and N,N-diethylaniline (6.1 mL, 38.3 mmol), and the mixture was heated under reflux for 5 hr. The reaction mixture was concentrated under reduced pressure, the residue was diluted with ethyl acetate (100 mL) and neutralized with saturated aqueous sodium hydrogen carbonate solution (300 mL) under ice-cooling, and the organic layer and the... Reactants: FC(C(=O)O)(F)F.ClC=1C(=C2C(=NC1)NC(=N2)C2=CC=C(C=C2)CN2CCOCC2)N[C@H]2[C@H]([C@@H]1C=C[C@H]2C1)C(=O)N ((1S,2S,3R,4R)-3-[6-Chloro-2-(4-morpholin-4-ylmethyl-phenyl)-3H-imidazo[4,5-b]pyridine-7-ylamino]-bicyclo[2.2.1]hept-5-ene-2-carboxylic acid amide-trifluoroacetate salt), NC1=NC=C(C(=C1N)N[C@H]1[C@H]([C@@H]2C=C[C@H]1C2)C(=O)N)Cl ((1S,2S,3R,4R)-3-(2,3-Diamino-5-chloro-pyridin-4-ylamino)-bicyclo[2.2.1]hept-5-ene-2-carboxylic acid amide), CN1CCN(CC1)C1=CC=C(C=O)C=C1 (4-(4-Methyl-piperazin-1-yl)-benzaldehyde). Yields the product FC(C(=O)O)(F)F.ClC=1C(=C2C(=NC1)NC(=N2)C2=CC=C(C=C2)N2CCN(CC2)C)N[C@H]2[C@H]([C@@H]1C=C[C@H]2C1)C(=O)N ((1S,2S,3R,4R)-3-{6-Chloro-2-[4-(4-methyl-piperazin-1-yl)-phenyl]-3H-imidazo[4,5-b]pyridine-7-ylamino}-bicyclo[2.2.1]hept-5-ene-2-carboxylic acid amide trifluoroacetic acid salt). The yield is 88.0%. As a reaction SMILES: [F:1][C:2]([F:7])([F:6])[C:3]([OH:5])=[O:4].[Cl:8][C:9]1[C:10]([NH:31][C@@H:32]2[C@@H:37]3[CH2:38][C@@H:34]([CH:35]=[CH:36]3)[C@@H:33]2[C:39]([NH2:41])=[O:40])=[C:11]2[N:17]=[C:16]([C:18]3[CH:23]=[CH:22][C:21](CN4CCOCC4)=[CH:20][CH:19]=3)[NH:15][C:12]2=[N:13][CH:14]=1.NC1C(N)=C(N[C@@H]2[C@@H]3C[C@@H](C=C3)[C@@H]2C(N)=O)C(Cl)=CN=1.[CH3:62][N:63]1[CH2:68][CH2:67][N:66](C2C=CC(C=O)=CC=2)[CH2:65][CH2:64]1>>[F:1][C:2]([F:7])([F:6])[C:3]([OH:5])=[O:4].[Cl:8][C:9]1[C:10]([NH:31][C@@H:32]2[C@@H:37]3[CH2:38][C@@H:34]([CH:35]=[CH:36]3)[C@@H:33]2[C:39]([NH2:41])=[O:40])=[C:11]2[N:17]=[C:16]([C:18]3[CH:19]=[CH:20][C:21]([N:66]4[CH2:67][CH2:68][N:63]([CH3:62])[CH2:64][CH2:65]4)=[CH:22][CH:23]=3)[NH:15][C:12]2=[N:13][CH:14]=1 |f:0.1,4.5|. Reported procedure: In the same fashion as for Compound III, (1S,2S,3R,4R)-3-(2,3-Diamino-5-chloro-pyridin-4-ylamino)-bicyclo[2.2.1]hept-5-ene-2-carboxylic acid amide and 4-(4-Methyl-piperazin-1-yl)-benzaldehyde were reacted to produce the title compound (88%). 1H NMR (d-chloroform): 15.58 (br s, 1H) 8.36 (d, J=9 Hz, 1H), 8.00 (d, J=9 Hz, 2H), 7.78 (s, 1H), 7.02 (d, J=9 Hz, 2H), 6.48 (m, 1H), 6.41 (m, 1H), 5.99 (s, 1H), 5.61 (s, 1H), 5.35 (t, J=9 Hz, 1H), 3.38-3.93 (m, 8H), 3.17 (s, 1H), 3.04 (m, 1H), 3.02 (s, 1H),... Starting materials: NC1=CC=C(C=C1)N1C([C@H](OCC1)[C@H](C(=O)NC1=CC=C(C=C1)C#N)O)=O ((2R)-2-[(2R)-4-(4-aminophenyl)-3-oxomorpholin-2-yl]-N-(4-cyanophenyl)-2-hydroxyacetamide), S(=O)(=O)(C)Cl (mesyl chloride). The solvent is O (water), CN(C)C=O.N1=CC=CC=C1 (DMF pyridine). Conditions: time 8 hour. The product is C(#N)C1=CC=C(C=C1)NC([C@@H]([C@@H]1C(N(CCO1)C1=CC=C(C=C1)NS(=O)(=O)C)=O)O)=O ((2R)—N-(4-cyanophenyl)-2-hydroxy-2-[(2R)-4-[4-(methanesulfonamido)phenyl]-3-oxo morpholin-2-yl]acetamide). As a reaction SMILES: [NH2:1][C:2]1[CH:7]=[CH:6][C:5]([N:8]2[CH2:13][CH2:12][O:11][C@H:10]([C@@H:14]([OH:26])[C:15]([NH:17][C:18]3[CH:23]=[CH:22][C:21]([C:24]#[N:25])=[CH:20][CH:19]=3)=[O:16])[C:9]2=[O:27])=[CH:4][CH:3]=1.[S:28](Cl)([CH3:31])(=[O:30])=[O:29]>CN(C=O)C.N1C=CC=CC=1.O>[C:24]([C:21]1[CH:22]=[CH:23][C:18]([NH:17][C:15](=[O:16])[C@H:14]([OH:26])[C@H:10]2[O:11][CH2:12][CH2:13][N:8]([C:5]3[CH:6]=[CH:7][C:2]([NH:1][S:28]([CH3:31])(=[O:30])=[O:29])=[CH:3][CH:4]=3)[C:9]2=[O:27])=[CH:19][CH:20]=1)#[N:25] |f:2.3|. Reported procedure: To a solution of compound 26-5 (70 mg) in DMF-pyridine (2 mL-2 mL), was added mesyl chloride (16.3 microL). The reaction mixture was stirred at room temperature overnight. The mixture was diluted with water then it was extracted with EtOAc. The extract was washed with water, 1N HCl and brine. The organic layer was dried with anhyd. Na2SO4 and the solvent was removed under reduced pressure to obtain compound 28-1 (30 mg) as a pale yellow amorphous solid.